This data is from the Open Reaction Database (ORD), a public repository of structured organic reaction records. The task is: describe an organic reaction: reactants, conditions, products, and yield Reactants: [BH3-]C#N, CC(=O)O, CO, Cc1cc(=O)n(N)c(C)c1C(=O)NC(c1cccc(F)c1)C1CCC1, CCC=O, [Na+]. The product is CCCNn1c(C)c(C(=O)NC(c2cccc(F)c2)C2CCC2)c(C)cc1=O. Reaction SMILES: [C:34]([BH3-:35])#[N:36].[CH3:30][C:31](=[O:32])[OH:33].[CH3:38][OH:39].[CH:1]1([CH:5]([c:6]2[cH:7][c:8]([F:12])[cH:9][cH:10][cH:11]2)[NH:13][C:14](=[O:15])[c:16]2[c:17]([CH3:25])[n:18]([NH2:24])[c:19](=[O:23])[cH:20][c:21]2[CH3:22])[CH2:2][CH2:3][CH2:4]1.[CH:26]([CH2:27][CH3:28])=[O:29].[Na+:37]>>[CH:1]1([CH:5]([c:6]2[cH:7][c:8]([F:12])[cH:9][cH:10][cH:11]2)[NH:13][C:14](=[O:15])[c:16]2[c:17]([CH3:25])[n:18]([NH:24][CH2:26][CH2:27][CH3:28])[c:19](=[O:23])[cH:20][c:21]2[CH3:22])[CH2:2][CH2:3][CH2:4]1. The reactants are CCOC(C)=O, CCCCCCCCON1C(C)(C)CC(N)CC1(C)C, COC(=O)CCc1cc(-n2nc3ccccc3n2)c(O)c(C(C)(C)C)c1. The product is CCCCCCCCON1C(C)(C)CC(NC(=O)CCc2cc(-n3nc4ccccc4n3)c(O)c(C(C)(C)C)c2)CC1(C)C. As a reaction SMILES: [CH3:47][CH2:48][O:49][C:50](=[O:51])[CH3:52].[NH2:27][CH:28]1[CH2:29][C:30]([CH3:45])([CH3:46])[N:31]([O:36][CH2:37][CH2:38][CH2:39][CH2:40][CH2:41][CH2:42][CH2:43][CH3:44])[C:32]([CH3:34])([CH3:35])[CH2:33]1.[n:1]1[n:2](-[c:10]2[cH:11][c:12]([CH2:13][CH2:14][C:15](=[O:16])[O:17][CH3:18])[cH:19][c:20]([C:23]([CH3:24])([CH3:25])[CH3:26])[c:21]2[OH:22])[n:3][c:4]2[c:5]1[cH:6][cH:7][cH:8][cH:9]2>>[n:1]1[n:2](-[c:10]2[cH:11][c:12]([CH2:13][CH2:14][C:15](=[O:16])[NH:27][CH:28]3[CH2:29][C:30]([CH3:45])([CH3:46])[N:31]([O:36][CH2:37][CH2:38][CH2:39][CH2:40][CH2:41][CH2:42][CH2:43][CH3:44])[C:32]([CH3:34])([CH3:35])[CH2:33]3)[cH:19][c:20]([C:23]([CH3:24])([CH3:25])[CH3:26])[c:21]2[OH:22])[n:3][c:4]2[c:5]1[cH:6][cH:7][cH:8][cH:9]2.